Dataset: the Open Reaction Database (ORD), a public repository of structured organic reaction records. Task: describe an organic reaction: reactants, conditions, products, and yield Starting materials: ClCCl, O=C(O)C(F)(F)F, CCn1c(=O)c(-c2ccc(F)c(N)c2)cc2cnc(NCc3ccc(OC)cc3)cc21, [Na+], O=C([O-])O. The product is CCn1c(=O)c(-c2ccc(F)c(N)c2)cc2cnc(N)cc21. RXN SMILES: [Cl:44][CH2:45][Cl:46].[F:1][C:2]([F:3])([F:4])[C:5]([OH:6])=[O:7].[NH2:8][c:9]1[cH:10][c:11](-[c:16]2[c:17](=[O:38])[n:18]([CH2:36][CH3:37])[c:19]3[cH:20][c:21]([NH:26][CH2:27][c:28]4[cH:29][cH:30][c:31]([O:32][CH3:33])[cH:34][cH:35]4)[n:22][cH:23][c:24]3[cH:25]2)[cH:12][cH:13][c:14]1[F:15].[Na+:43].[O-:39][C:40]([OH:41])=[O:42]>>[NH2:8][c:9]1[cH:10][c:11](-[c:16]2[c:17](=[O:38])[n:18]([CH2:36][CH3:37])[c:19]3[cH:20][c:21]([NH2:26])[n:22][cH:23][c:24]3[cH:25]2)[cH:12][cH:13][c:14]1[F:15]. The reactants are C(C)OC(C(CCCCC(CCCCC(C(=O)OCC)(C1=CC=C(C=C1)C)C)=O)(C1=CC=C(C=C1)C)C)=O (2,12-Dimethyl-7-oxo-2,12-di-p-tolyl-tridecanedioic acid diethyl ester), [OH-].[K+] (KOH). Solvent: O (water), C(C)O (ethanol). Yields the product CC(C(=O)O)(CCCCC(CCCCC(C(=O)O)(C1=CC=C(C=C1)C)C)=O)C1=CC=C(C=C1)C (2,12-dimethyl-7-oxo-2,12-di-p-tolyl-tridecanedioic acid). Isolated yield 38.5%. Reaction SMILES: C([O:3][C:4](=[O:38])[C:5]([CH3:37])([C:30]1[CH:35]=[CH:34][C:33]([CH3:36])=[CH:32][CH:31]=1)[CH2:6][CH2:7][CH2:8][CH2:9][C:10](=[O:29])[CH2:11][CH2:12][CH2:13][CH2:14][C:15]([CH3:28])([C:21]1[CH:26]=[CH:25][C:24]([CH3:27])=[CH:23][CH:22]=1)[C:16]([O:18]CC)=[O:17])C.[OH-].[K+]>O.C(O)C>[CH3:28][C:15]([C:21]1[CH:26]=[CH:25][C:24]([CH3:27])=[CH:23][CH:22]=1)([CH2:14][CH2:13][CH2:12][CH2:11][C:10](=[O:29])[CH2:9][CH2:8][CH2:7][CH2:6][C:5]([CH3:37])([C:30]1[CH:31]=[CH:32][C:33]([CH3:36])=[CH:34][CH:35]=1)[C:4]([OH:38])=[O:3])[C:16]([OH:18])=[O:17] |f:1.2|. Procedure: 2,12-Dimethyl-7-oxo-2,12-di-p-tolyl-tridecanedioic acid diethyl ester (9.0 g, 17.24 mmol) was added to a homogenous solution of KOH (85%, 4.0 g, 60.34 mmol) in water (10 mL) and ethanol (30 mL). The reaction mixture was heated to reflux for 6 h. The ethanol was removed under reduced pressure. The residue was diluted with water (30 mL) and the solution was acidified with concd. HCl (12 mL) to pH 1, then extracted with CH2Cl2 (3×80 mL). The combined organic layers were washed with brine, dried ove... Run in C(C)OCC (diethyl ether). Procedure: A mixture of 4.4 grams (0.011 mole) of 4-(trifluoromethylsulfonyloxy)-4'-(2-methyl-2-propenoxy)benzophenone and 0.05 gram (0.0005 mole) of magnesium chloride was stirred under a nitrogen atmosphere at 170°-175° C. for 20 hours. The reaction mixture was cooled to ambient temperature, and diethyl ether was added. The mixture was filtered through diatomaceous earth, and the filtrate was placed in a separatory funnel and washed with two portions of aqueous 0.5 N sodium hydroxide, three portions of w... Reaction SMILES: [F:1][C:2]([F:27])([F:26])[S:3]([O:6][C:7]1[CH:25]=[CH:24][C:10]([C:11]([C:13]2[CH:18]=[CH:17][C:16]([O:19]CC(C)=C)=[CH:15][CH:14]=2)=[O:12])=[CH:9][CH:8]=1)(=[O:5])=[O:4].[Cl-].[Mg+2].[Cl-]>C(OCC)C>[F:27][C:2]([F:26])([F:1])[S:3]([O:6][C:7]1[CH:25]=[CH:24][C:10]([C:11]([C:13]2[CH:14]=[CH:15][C:16]3[O:19][C:10]([CH3:24])([CH3:11])[CH2:9][C:17]=3[CH:18]=2)=[O:12])=[CH:9][CH:8]=1)(=[O:4])=[O:5] |f:1.2.3|. Reactants: FC(S(=O)(=O)OC1=CC=C(C(=O)C2=CC=C(C=C2)OCC(=C)C)C=C1)(F)F (4-(trifluoromethylsulfonyloxy)-4'-(2-methyl-2-propenoxy)benzophenone), [Cl-].[Mg+2].[Cl-] (magnesium chloride). Reaction conditions: time 20 hour. Yield: 77.2%. Product: FC(S(=O)(=O)OC1=CC=C(C=C1)C(=O)C=1C=CC2=C(CC(O2)(C)C)C1)(F)F ((4-trifluoromethylsulfonyloxyphenyl)(2,3-dihydro-2,2-dimethylbenzofuran-5-yl) ketone). Starting materials: CCN(CC)CCNC(=O)c1cc(C)[nH]c1C=O, C1CCNCC1, CCO, O=C1Cc2c(cccc2-c2ccccc2F)N1. The product is CCN(CC)CCNC(=O)c1cc(C)[nH]c1C=C1C(=O)Nc2cccc(-c3ccccc3F)c21. As a reaction SMILES: [CH2:18]([CH3:19])[N:20]([CH2:21][CH2:22][NH:23][C:24](=[O:25])[c:26]1[c:27]([CH:32]=[O:33])[nH:28][c:29]([CH3:31])[cH:30]1)[CH2:34][CH3:35].[CH2:36]1[CH2:37][CH2:38][NH:39][CH2:40][CH2:41]1.[CH3:42][CH2:43][OH:44].[F:1][c:2]1[c:3](-[c:8]2[c:9]3[c:13]([cH:14][cH:15][cH:16]2)[NH:12][C:11](=[O:17])[CH2:10]3)[cH:4][cH:5][cH:6][cH:7]1>>[F:1][c:2]1[c:3](-[c:8]2[c:9]3[c:13]([cH:14][cH:15][cH:16]2)[NH:12][C:11](=[O:17])[C:10]3=[CH:32][c:27]2[c:26]([C:24]([NH:23][CH2:22][CH2:21][N:20]([CH2:18][CH3:19])[CH2:34][CH3:35])=[O:25])[cH:30][c:29]([CH3:31])[nH:28]2)[cH:4][cH:5][cH:6][cH:7]1. Reactants: [CH-]1C=CC=C1.[Na+] (sodium cyclopentadienide), BrCCCCCCCC (1-bromooctane), CN1C(N(CC1)C)=O (1,3-dimethyl-2-imidazolidinone). The solvent is C1CCOC1 (THF), C1CCOC1 (THF), C1CCOC1 (THF). Run at temperature -78 celsius. Yields the product C(CCCCCCC)C1=CC=CC1 (n-octylcyclopentadiene). RXN SMILES: [CH-:1]1[CH:5]=[CH:4][CH:3]=[CH:2]1.[Na+].Br[CH2:8][CH2:9][CH2:10][CH2:11][CH2:12][CH2:13][CH2:14][CH3:15].CN1CCN(C)C1=O>C1COCC1>[CH2:8]([C:1]1[CH2:5][CH:4]=[CH:3][CH:2]=1)[CH2:9][CH2:10][CH2:11][CH2:12][CH2:13][CH2:14][CH3:15] |f:0.1|. Reported procedure: THF in a volume of 100 ml was added to 50 ml (100 mmol) of a 2 M THF solution of sodium cyclopentadienide, and the mixture was cooled to −78° C. A THF solution of 19.3 g (100 mmol) of 1-bromooctane was added thereto dropwise. Further, 11.4 g (100 mmol) of 1,3-dimethyl-2-imidazolidinone was added dropwise. The mixture was stirred at −78° C. The mixture was further stirred at room temperature for 24 hours and was cooled to 0° C. The reaction was terminated by adding 1N hydrochloric acid, and hexan... Reported procedure: To a solution of methyl 5-bromo-2-(2-(3-(trifluoromethyl)phenyl)acetamido)benzoate (3.86 g, 9.28 mmol, Intermediate 5: step b) in THF (100 mL) at −78° C. was added KHMDS (0.5 M in toluene, 55.6 mL, 27.8 mmol) over 8 minutes. The resulting light yellow solution was stirred at −78° C. for 5 minutes, then was transferred to an ice bath and stirred for 1 hour 15 minutes. The mixture was diluted with water and extracted once with EtOAc. The aqueous phase was acidified to pH 2 by addition of 1 N aqueo... Run at temperature -78 celsius, time 5 minute. Solvent: O (water), C1CCOC1 (THF). RXN SMILES: [Br:1][C:2]1[CH:3]=[CH:4][C:5]([NH:12][C:13](=[O:25])[CH2:14][C:15]2[CH:20]=[CH:19][CH:18]=[C:17]([C:21]([F:24])([F:23])[F:22])[CH:16]=2)=[C:6]([CH:11]=1)[C:7](OC)=[O:8].C[Si]([N-][Si](C)(C)C)(C)C.[K+]>C1COCC1.O>[Br:1][C:2]1[CH:11]=[C:6]2[C:5](=[CH:4][CH:3]=1)[NH:12][C:13](=[O:25])[C:14]([C:15]1[CH:20]=[CH:19][CH:18]=[C:17]([C:21]([F:22])([F:24])[F:23])[CH:16]=1)=[C:7]2[OH:8] |f:1.2|. Reactants: BrC=1C=CC(=C(C(=O)OC)C1)NC(CC1=CC(=CC=C1)C(F)(F)F)=O (Methyl 5-bromo-2-(2-(3-(trifluoromethyl)phenyl)acetamido)benzoate), BrC=1C=CC(=C(C(=O)OC)C1)NC(CC1=CC(=CC=C1)C(F)(F)F)=O (Methyl 5-bromo-2-(2-(3-(trifluoromethyl)phenyl)acetamido)benzoate), C[Si](C)(C)[N-][Si](C)(C)C.[K+] (KHMDS). Yields the product BrC=1C=C2C(=C(C(NC2=CC1)=O)C1=CC(=CC=C1)C(F)(F)F)O (6-Bromo-4-hydroxy-3-(3-(trifluoromethyl)phenyl)quinolin-2(1H)-one). Reactants: O1COC2=C1C=CC(=C2)OC2=NC=CC=C2C(=O)NCC2=CC=C(C=C2)C(C(=O)O)(C)C (2-[4-({[2-(Benzo[1,3]dioxol-5-yloxy)-pyridine-3-carbonyl]-amino}-methyl)-phenyl]-2-methyl-propionic acid), solution, CN(C=O)C (dimethylformamide), C(C(=O)Cl)(=O)Cl (oxalyl chloride). Procedure: 2-[4-({[2-(Benzo[1,3]dioxol-5-yloxy)-pyridine-3-carbonyl]-amino}-methyl)-phenyl]-2-methyl-propionic acid (1.00 g) was suspended in anhydrous dichloromethane (20 mL). Anhydrous dimethylformamide (0.02 mL) was added to the suspension, followed by oxalyl chloride (0.391 mL). A 5 mL portion of this 1.15 M solution was transferred to a flame-dried, nitrogen purged round bottom flask. Anhydrous monomethyl amine gas was bubbled in for 5-10 min. The resulting white precipitate was washed with hot dichlo... Run in ClCCl (dichloromethane). RXN SMILES: [O:1]1[C:5]2[CH:6]=[CH:7][C:8]([O:10][C:11]3[C:16]([C:17]([NH:19][CH2:20][C:21]4[CH:26]=[CH:25][C:24]([C:27]([CH3:32])([CH3:31])[C:28](O)=[O:29])=[CH:23][CH:22]=4)=[O:18])=[CH:15][CH:14]=[CH:13][N:12]=3)=[CH:9][C:4]=2[O:3][CH2:2]1.[CH3:33][N:34](C)C=O.C(Cl)(=O)C(Cl)=O>ClCCl>[O:1]1[C:5]2[CH:6]=[CH:7][C:8]([O:10][C:11]3[N:12]=[CH:13][CH:14]=[CH:15][C:16]=3[C:17]([NH:19][CH2:20][C:21]3[CH:26]=[CH:25][C:24]([C:27]([CH3:32])([C:28](=[O:29])[NH:34][CH3:33])[CH3:31])=[CH:23][CH:22]=3)=[O:18])=[CH:9][C:4]=2[O:3][CH2:2]1. The product is O1COC2=C1C=CC(=C2)OC2=C(C(=O)NCC1=CC=C(C=C1)C(C)(C(NC)=O)C)C=CC=N2 (2-(Benzo[1,3]dioxol-5-yloxy)-N-[4-(1-methyl-1-methylcarbamoyl-ethyl)-benzyl]-nicotinamide). The reactants are [C-]#N.[K+] (potassium cyanide), BrCC=1C=C2C(C=C(OC2=CC1)C1=CC=C(C=C1)Cl)=O (6-bromomethyl-2-(p-chlorophenyl)chromone). Run in O (water), C(C)O (ethanol). Run at temperature 60 celsius. Yields the product C(#N)CC=1C=C2C(C=C(OC2=CC1)C1=CC=C(C=C1)Cl)=O (6-Cyanomethyl-2-(p-chlorophenyl)chromone). RXN SMILES: [C-:1]#[N:2].[K+].Br[CH2:5][C:6]1[CH:7]=[C:8]2[C:13](=[CH:14][CH:15]=1)[O:12][C:11]([C:16]1[CH:21]=[CH:20][C:19]([Cl:22])=[CH:18][CH:17]=1)=[CH:10][C:9]2=[O:23]>O.C(O)C>[C:1]([CH2:5][C:6]1[CH:7]=[C:8]2[C:13](=[CH:14][CH:15]=1)[O:12][C:11]([C:16]1[CH:21]=[CH:20][C:19]([Cl:22])=[CH:18][CH:17]=1)=[CH:10][C:9]2=[O:23])#[N:2] |f:0.1|. Reported procedure: 3.2 g (0.05 mole) of potassium cyanide dissolved in 50 ml of water is placed in a reaction vessel. The solution is heated to 60° C and a solution of 8.3 g (0.023 mole) of 6-bromomethyl-2-(p-chlorophenyl)chromone in 1600 ml of ethanol is added in four portions, one every 20 minutes. Once the addition is complete the mixture is refluxed for 3 hours, evaporated to dryness and dissolved in water. The solid is filtered off and recrystallised from alcohol.